Dataset: the Open Reaction Database (ORD), a public repository of structured organic reaction records. Task: describe an organic reaction: reactants, conditions, products, and yield Reactants: [Cl-].[NH4+] (ammonium chloride), ClC1=C(C=C(C=O)C=C1OC)OC (4-chloro-3,5-dimethoxybenzaldehyde), solution, C[Mg]Br (methylmagnesium bromide). The solvent is O1CCCC1 (tetrahydrofuran), C(C)OCC (diethyl ether). Run at time 1 hour. Yields the product crude product, ClC1=C(C=C(C=C1OC)C(C)O)OC (1-(4-chloro-3,5-dimethoxyphenyl)ethanol). As a reaction SMILES: [Cl:1][C:2]1[C:9]([O:10][CH3:11])=[CH:8][C:5]([CH:6]=[O:7])=[CH:4][C:3]=1[O:12][CH3:13].[CH3:14][Mg]Br.[Cl-].[NH4+]>O1CCCC1.C(OCC)C>[Cl:1][C:2]1[C:9]([O:10][CH3:11])=[CH:8][C:5]([CH:6]([OH:7])[CH3:14])=[CH:4][C:3]=1[O:12][CH3:13] |f:2.3|. Reported procedure: To a solution of 4-chloro-3,5-dimethoxybenzaldehyde (1.0 g) in tetrahydrofuran (20 mL) was added dropwise a 3M solution of methylmagnesium bromide in diethyl ether (1.83 mL) under ice-cooling, and the mixture was stirred at the same temperature for 1 hour. Then, thereto was added aqueous ammonium chloride solution under ice-cooling, and the mixture was extracted with ethyl acetate. The organic layer was sequentially washed with water and saturated saline, and then dried over magnesium sulfate an... Reactants: ClCCCl, C1COCCN1, COC(=O)C(CC(=O)O)CC1CCCCC1, CCOC(C)=O, CN(C)C=O, On1nnc2ccccc21. Product: COC(=O)C(CC(=O)N1CCOCC1)CC1CCCCC1. RXN SMILES: [CH2:17]([Cl:18])[CH2:19][Cl:20].[CH2:31]1[CH2:32][O:33][CH2:34][CH2:35][NH:36]1.[CH3:1][O:2][C:3]([CH:4]([CH2:5][C:6](=[O:7])[OH:8])[CH2:9][CH:10]1[CH2:11][CH2:12][CH2:13][CH2:14][CH2:15]1)=[O:16].[CH3:42][CH2:43][O:44][C:45]([CH3:46])=[O:47].[O:37]=[CH:38][N:39]([CH3:40])[CH3:41].[OH:21][n:22]1[c:23]2[cH:24][cH:25][cH:26][cH:27][c:28]2[n:29][n:30]1>>[CH3:1][O:2][C:3]([CH:4]([CH2:5][C:6](=[O:8])[N:36]1[CH2:31][CH2:32][O:33][CH2:34][CH2:35]1)[CH2:9][CH:10]1[CH2:11][CH2:12][CH2:13][CH2:14][CH2:15]1)=[O:16]. Reactants: COc1ccc(CSC(C)(C)CC(=O)c2cc(C(C)(C)C)c(O)c(C(C)(C)C)c2)cc1, ClC(Cl)Cl, O=C(O)C(F)(F)F. Yields the product CC(C)(S)CC(=O)c1cc(C(C)(C)C)c(O)c(C(C)(C)C)c1. As a reaction SMILES: [C:1]([CH3:2])([CH3:3])([CH3:4])[c:5]1[cH:6][c:7]([C:16]([CH2:17][C:18]([CH3:19])([CH3:20])[S:21][CH2:22][c:23]2[cH:24][cH:25][c:26]([O:27][CH3:28])[cH:29][cH:30]2)=[O:31])[cH:8][c:9]([C:12]([CH3:13])([CH3:14])[CH3:15])[c:10]1[OH:11].[Cl:39][CH:40]([Cl:41])[Cl:42].[F:32][C:33]([F:34])([F:35])[C:36]([OH:37])=[O:38]>>[C:1]([CH3:2])([CH3:3])([CH3:4])[c:5]1[cH:6][c:7]([C:16]([CH2:17][C:18]([CH3:19])([CH3:20])[SH:21])=[O:31])[cH:8][c:9]([C:12]([CH3:13])([CH3:14])[CH3:15])[c:10]1[OH:11].